describe an organic reaction: reactants, conditions, products, and yield From a dataset of the Open Reaction Database (ORD), a public repository of structured organic reaction records. Procedure: Following a similar procedure to that described in Example 139, but using N-(2-t-butyl-5-carboxyphenyl)-3-(2,4-dimethoxyphenyl)octanamide (prepared as described in Preparation 7) and nicotinamide, the title compound was obtained as crystals. Yields the product C(C)(C)(C)C1=C(C=C(C=C1)C(=O)NC(=O)C=1C=NC=CC1)NC(CC(CCCCC)C1=C(C=C(C=C1)OC)OC)=O (N-{2-t-Butyl-5-[(3-pvridyl)carbonylaminocarbonyl]phenyl}-3-(2,4-dimethoxyphenyl)octanamide). Reaction SMILES: [C:1]([C:5]1[CH:10]=[CH:9][C:8]([C:11]([OH:13])=O)=[CH:7][C:6]=1[NH:14][C:15](=[O:33])[CH2:16][CH:17]([C:23]1[CH:28]=[CH:27][C:26]([O:29][CH3:30])=[CH:25][C:24]=1[O:31][CH3:32])[CH2:18][CH2:19][CH2:20][CH2:21][CH3:22])([CH3:4])([CH3:3])[CH3:2].[C:34]([NH2:42])(=[O:41])[C:35]1[CH:40]=[CH:39][CH:38]=[N:37][CH:36]=1>>[C:1]([C:5]1[CH:10]=[CH:9][C:8]([C:11]([NH:42][C:34]([C:35]2[CH:36]=[N:37][CH:38]=[CH:39][CH:40]=2)=[O:41])=[O:13])=[CH:7][C:6]=1[NH:14][C:15](=[O:33])[CH2:16][CH:17]([C:23]1[CH:28]=[CH:27][C:26]([O:29][CH3:30])=[CH:25][C:24]=1[O:31][CH3:32])[CH2:18][CH2:19][CH2:20][CH2:21][CH3:22])([CH3:2])([CH3:3])[CH3:4]. Starting materials: C(C)(C)(C)C1=C(C=C(C=C1)C(=O)O)NC(CC(CCCCC)C1=C(C=C(C=C1)OC)OC)=O (N-(2-t-butyl-5-carboxyphenyl)-3-(2,4-dimethoxyphenyl)octanamide), C(C1=CN=CC=C1)(=O)N (nicotinamide). The reactants are ClCCl, CC(C)(C)OC(=O)N1C(Cc2ccc(C(=O)N3CCC4(CCOC4=O)CC3)cc2)CCC1C(O)c1ccccc1, O=C(O)C(F)(F)F. The product is O=C(c1ccc(CC2CCC(C(O)c3ccccc3)N2)cc1)N1CCC2(CCOC2=O)CC1. RXN SMILES: [Cl:48][CH2:49][Cl:50].[OH:1][CH:2]([CH:3]1[N:4]([C:28]([O:29][C:30]([CH3:31])([CH3:32])[CH3:33])=[O:34])[CH:5]([CH2:8][c:9]2[cH:10][cH:11][c:12]([C:15](=[O:16])[N:17]3[CH2:18][CH2:19][C:20]4([CH2:21][CH2:22][O:23][C:24]4=[O:25])[CH2:26][CH2:27]3)[cH:13][cH:14]2)[CH2:6][CH2:7]1)[c:35]1[cH:36][cH:37][cH:38][cH:39][cH:40]1.[OH:41][C:42]([C:43]([F:44])([F:45])[F:46])=[O:47]>>[OH:1][CH:2]([CH:3]1[NH:4][CH:5]([CH2:8][c:9]2[cH:10][cH:11][c:12]([C:15](=[O:16])[N:17]3[CH2:18][CH2:19][C:20]4([CH2:21][CH2:22][O:23][C:24]4=[O:25])[CH2:26][CH2:27]3)[cH:13][cH:14]2)[CH2:6][CH2:7]1)[c:35]1[cH:36][cH:37][cH:38][cH:39][cH:40]1. Reactants: C(C)(=O)O[BH-](OC(C)=O)OC(C)=O.[Na+] (Sodium triacetoxyborohydride), C(=O)(OC(C)(C)C)N1CCC(CC1)=O (1-Boc-4-piperidone), C(CC(C)C)N (iso-amyl amine), ClCCl (dichloromethane). The solvent is O (water), C(=O)(O)[O-].[Na+] (NaHCO3). Conditions: time 8 hour. Product: C(C)(C)(C)OC(=O)N1CCC(CC1)NCCC(C)C (4-(3-methyl-butylamino)-piperidine-1-carboxylic acid tert-butyl ester). Yield: 94.4%. RXN SMILES: C(O[BH-](OC(=O)C)OC(=O)C)(=O)C.[Na+].[C:15]([N:22]1[CH2:27][CH2:26][C:25](=O)[CH2:24][CH2:23]1)([O:17][C:18]([CH3:21])([CH3:20])[CH3:19])=[O:16].[CH2:29]([NH2:34])[CH2:30][CH:31]([CH3:33])[CH3:32].ClCCl>O.C([O-])(O)=O.[Na+]>[C:18]([O:17][C:15]([N:22]1[CH2:27][CH2:26][CH:25]([NH:34][CH2:29][CH2:30][CH:31]([CH3:33])[CH3:32])[CH2:24][CH2:23]1)=[O:16])([CH3:21])([CH3:20])[CH3:19] |f:0.1,6.7|. Reported procedure: Sodium triacetoxyborohydride (24.9 g, 117.48 mmol) is added to a stirred solution of 1-Boc-4-piperidone (15.6 g, 78.3 mmol), iso-amyl amine (10.0 ml, 86.15 mmol), and dichloromethane (400 ml). The reaction is stirred overnight at room temperature under nitrogen. The reaction is diluted with water and aqueous saturated NaHCO3, and extracted with dichloromethane (150 ml×3). The dichloromethane is concentrated under vacuum, diluted with ethyl acetate and washed with aqueous saturated NaHCO3, dried ... Reactants: Nc1ncc(Br)cn1, O=C([O-])[O-], CNC1CCCCC1NC, Cc1cn[nH]c1, CN(C)C=O, [Cu]I, [K+], [K+]. The product is Cc1cnn(-c2cnc(N)nc2)c1. As a reaction SMILES: [Br:7][c:8]1[cH:9][n:10][c:11]([NH2:14])[n:12][cH:13]1.[C:25](=[O:26])([O-:27])[O-:28].[CH3:15][NH:16][CH:17]1[CH2:18][CH2:19][CH2:20][CH2:21][CH:22]1[NH:23][CH3:24].[CH3:1][c:2]1[cH:3][n:4][nH:5][cH:6]1.[CH3:31][N:32]([CH3:33])[CH:34]=[O:35].[Cu:36][I:37].[K+:29].[K+:30]>>[CH3:1][c:2]1[cH:3][n:4][n:5](-[c:8]2[cH:9][n:10][c:11]([NH2:14])[n:12][cH:13]2)[cH:6]1.